Dataset: the Open Reaction Database (ORD), a public repository of structured organic reaction records. Task: describe an organic reaction: reactants, conditions, products, and yield Reactants: OCC=1C=C(C=NC1)Cl (5-(hydroxymethyl)-3-chloropyridine), S(=O)(Cl)Cl (thionylchloride). The product is Cl.ClC=1C=NC=C(C1)CCl (3-Chloro-5-(chloromethyl)pyridine hydrochloride). RXN SMILES: O[CH2:2][C:3]1[CH:4]=[C:5]([Cl:9])[CH:6]=[N:7][CH:8]=1.S(Cl)([Cl:12])=O>>[ClH:9].[Cl:9][C:5]1[CH:6]=[N:7][CH:8]=[C:3]([CH2:2][Cl:12])[CH:4]=1 |f:2.3|. Procedure details: The title compound was prepared in accordance with the general method of example E from 5-(hydroxymethyl)-3-chloropyridine and thionylchloride. Conditions: time 2 hour. The reactants are C(C1=CC=CC=C1)N1N=NC(=C1)C[C@@H](C(=O)OCC1=CC=CC=C1)NC(=O)OC(C)(C)C ((S)-benzyl 3-(1-benzyl-1H-1,2,3-triazol-4-yl)-2-(tert-butoxycarbonylamino)propanoate), C(=O)(C(F)(F)F)O (TFA), Cl (HCl), C(=O)(O)[O-].[Na+] (NaHCO3). The product is C(C1=CC=CC=C1)N1N=NC(=C1)C[C@@H](C(=O)OCC1=CC=CC=C1)NC(=O)OC ((S)-benzyl 3-(1-benzyl-1H-1,2,3-triazol-4-yl)-2-(methoxycarbonylamino)propanoate). Reaction SMILES: [CH2:1]([N:8]1[CH:12]=[C:11]([CH2:13][C@H:14]([NH:25][C:26]([O:28][C:29](C)(C)C)=[O:27])[C:15]([O:17][CH2:18][C:19]2[CH:24]=[CH:23][CH:22]=[CH:21][CH:20]=2)=[O:16])[N:10]=[N:9]1)[C:2]1[CH:7]=[CH:6][CH:5]=[CH:4][CH:3]=1.C(O)(C(F)(F)F)=O.C([O-])(O)=O.[Na+].Cl>C(Cl)Cl.C1COCC1.O.O.CCOC(C)=O>[CH2:1]([N:8]1[CH:12]=[C:11]([CH2:13][C@H:14]([NH:25][C:26]([O:28][CH3:29])=[O:27])[C:15]([O:17][CH2:18][C:19]2[CH:24]=[CH:23][CH:22]=[CH:21][CH:20]=2)=[O:16])[N:10]=[N:9]1)[C:2]1[CH:7]=[CH:6][CH:5]=[CH:4][CH:3]=1 |f:2.3,6.7,8.9|. Run in C(Cl)Cl (CH2Cl2), O.CCOC(=O)C (H2O EtOAc), C1CCOC1.O (THF H2O). Procedure details: A solution of (S)-benzyl 3-(1-benzyl-1H-1,2,3-triazol-4-yl)-2-(tert-butoxycarbonylamino)propanoate (0.52 g, 1.15 mmol) in CH2Cl2 was added TFA (4 mL). The mixture was allowed to stir at room temperature for 2 h. The mixture was concentrated in vacuo to give a colorless oil which solidified on standing. This material was dissolved in THF-H2O and cooled to 0° C. Solid NaHCO3 (0.25 g, 3.00 mmol) was added followed by C1CO2Me (0.25 mL, 3.25 mmol). After stirring for 1.5 h the mixture was acidified t... Reactants: C(Cl)Cl (CH2Cl2), TEA, C#CC (propyne), C#CC (propyne), IC=1C=C(C=C2C=C(C(OC12)C(F)(F)F)C(=O)OCC)OC(F)(F)F (ethyl 8-iodo-6-(trifluoromethoxy)-2-(trifluoromethyl)-2H-chromene-3-carboxylate), C(Cl)Cl (CH2Cl2). Reagents/catalysts: C1=CC=C(C=C1)P([C-]2C=CC=C2)C3=CC=CC=C3.C1=CC=C(C=C1)P([C-]2C=CC=C2)C3=CC=CC=C3.Cl[Pd]Cl.[Fe+2] (PdCl2(dppf)2), [Cu]I (CuI), C1=CC=C(C=C1)P([C-]2C=CC=C2)C3=CC=CC=C3.C1=CC=C(C=C1)P([C-]2C=CC=C2)C3=CC=CC=C3.Cl[Pd]Cl.[Fe+2] (PdCl2(dppf)2). Run in C1(=CC=CC=C1)C (toluene), [Cl-].[Na+].O (brine). Reaction conditions: time 23 hour. The product is C(#CC)C=1C=C(C=C2C=C(C(OC12)C(F)(F)F)C(=O)OCC)OC(F)(F)F (ethyl 8-prop-1-ynyl-6-(trifluoromethoxy)-2-(trifluoromethyl)-2H-chromene-3-carboxylate). Isolated yield 89.0%. Reaction SMILES: IC1[CH:3]=[C:4]([O:21][C:22]([F:25])([F:24])[F:23])[CH:5]=[C:6]2[C:11]=1[O:10][CH:9]([C:12]([F:15])([F:14])[F:13])[C:8]([C:16]([O:18][CH2:19][CH3:20])=[O:17])=[CH:7]2.[CH2:26](Cl)Cl.[CH:29]#[C:30][CH3:31]>C1(C)C=CC=CC=1.[Cl-].[Na+].O.[Cu]I.C1C=CC(P(C2C=CC=CC=2)[C-]2C=CC=C2)=CC=1.C1C=CC(P(C2C=CC=CC=2)[C-]2C=CC=C2)=CC=1.Cl[Pd]Cl.[Fe+2]>[C:30]([C:31]1[CH:3]=[C:4]([O:21][C:22]([F:25])([F:23])[F:24])[CH:5]=[C:6]2[C:11]=1[O:10][CH:9]([C:12]([F:13])([F:14])[F:15])[C:8]([C:16]([O:18][CH2:19][CH3:20])=[O:17])=[CH:7]2)#[C:29][CH3:26] |f:4.5.6,8.9.10.11|. Procedure details: To a Parr bottle containing a mixture of ethyl 8-iodo-6-(trifluoromethoxy)-2-(trifluoromethyl)-2H-chromene-3-carboxylate prepared as in Example 21 a, Step 2 (0.500 g, 1.04 mmole), CuI (20 mg, 0.104 mmole), PdCl2(dppf)2.CH2Cl2 (84.5 mg, 0.104 mmole) and TEA (434 uL, 3.11 mmole) in anhydrous toluene (10 mL) was added at −78° C. propyne (2 ml) and the bottle was sealed. After stirring for 23 h at room temperature, an additional propyne (5 ml) was added and the mixture was stirred an additional 23 h... Reactants: OB(O)c1ccc(OCc2ccccc2)cc1, Clc1cnc(Cl)cn1. The product is Clc1cnc(-c2ccc(OCc3ccccc3)cc2)cn1. Reaction SMILES: [CH2:9]([c:10]1[cH:11][cH:12][cH:13][cH:14][cH:15]1)[O:16][c:17]1[cH:18][cH:19][c:20]([B:23]([OH:24])[OH:25])[cH:21][cH:22]1.[Cl:1][c:2]1[n:3][cH:4][c:5]([Cl:8])[n:6][cH:7]1>>[c:2]1(-[c:20]2[cH:19][cH:18][c:17]([O:16][CH2:9][c:10]3[cH:11][cH:12][cH:13][cH:14][cH:15]3)[cH:22][cH:21]2)[n:3][cH:4][c:5]([Cl:8])[n:6][cH:7]1. The reactants are CC(C)(C)OC(=O)C(C)(C)Sc1nc(CCCN2C(=O)c3ccccc3C2=O)cs1, CCO, NN, O. Product: CC(C)(C)OC(=O)C(C)(C)Sc1nc(CCCN)cs1. RXN SMILES: [C:1]([CH3:2])([CH3:3])([CH3:4])[O:5][C:6]([C:7]([CH3:8])([S:9][c:10]1[s:11][cH:12][c:13]([CH2:15][CH2:16][CH2:17][N:18]2[C:19](=[O:20])[c:21]3[cH:22][cH:23][cH:24][cH:25][c:26]3[C:27]2=[O:28])[n:14]1)[CH3:29])=[O:30].[CH3:34][CH2:35][OH:36].[NH2:32][NH2:33].[OH2:31]>>[C:1]([CH3:2])([CH3:3])([CH3:4])[O:5][C:6]([C:7]([CH3:8])([S:9][c:10]1[s:11][cH:12][c:13]([CH2:15][CH2:16][CH2:17][NH2:18])[n:14]1)[CH3:29])=[O:30]. Reactants: CS(=O)(=O)Cl, CC1(C)CC(c2cccc(N)c2)Nc2ccc(Cl)cc21, c1ccncc1. Yields the product CC1(C)CC(c2cccc(NS(C)(=O)=O)c2)Nc2ccc(Cl)cc21. RXN SMILES: [CH3:21][S:22]([Cl:23])(=[O:24])=[O:25].[Cl:1][c:2]1[cH:3][c:4]2[c:9]([cH:10][cH:11]1)[NH:8][CH:7]([c:12]1[cH:13][c:14]([NH2:18])[cH:15][cH:16][cH:17]1)[CH2:6][C:5]2([CH3:19])[CH3:20].[cH:26]1[cH:27][cH:28][n:29][cH:30][cH:31]1>>[Cl:1][c:2]1[cH:3][c:4]2[c:9]([cH:10][cH:11]1)[NH:8][CH:7]([c:12]1[cH:13][c:14]([NH:18][S:22]([CH3:21])(=[O:24])=[O:25])[cH:15][cH:16][cH:17]1)[CH2:6][C:5]2([CH3:19])[CH3:20].